Dataset: the Open Reaction Database (ORD), a public repository of structured organic reaction records. Task: describe an organic reaction: reactants, conditions, products, and yield The reactants are mixture, 10, FF (fluorine), S1(NS(CCC1)(=O)=O)(=O)=O ([1,3,2]dithiazinane-1,1,3,3-tetraoxide), [F-].[Na+] (sodium fluoride). Solvent: C(C)#N (acetonitrile). The product is FN1S(CCCS1(=O)=O)(=O)=O (N-Fluoro[1,3,2]dithiazinane-1,1,3,3-tetraoxide). Reaction SMILES: [F:1]F.[S:3]1(=[O:12])(=[O:11])[CH2:8][CH2:7][CH2:6][S:5](=[O:10])(=[O:9])[NH:4]1.[F-].[Na+]>C(#N)C>[F:1][N:4]1[S:5](=[O:10])(=[O:9])[CH2:6][CH2:7][CH2:8][S:3]1(=[O:12])=[O:11] |f:2.3|. Reported procedure: 0.5 l of a mixture of 10 parts by volume of fluorine and 90 parts by volume of nitrogen is introduced into a solution of 370 mg of [1,3,2]dithiazinane-1,1,3,3-tetraoxide (Geisler and Kuschmiers, "Chem. Ber." 91, p. 1881, 1958) in 23 ml of acetonitrile at -40° C. in the presence of 82 mg of sodium fluoride powder within 9 minutes. Then, it is flushed with pure nitrogen, concentrated by evaporation in a vacuum, taken up with dichloromethane, chromatographed on 60 g of silica gel, concentrated by e... The reactants are B, C1CCOC1, O=C(c1cc([N+](=O)[O-])cc(C(F)(F)F)c1)N1CCOCC1, C1CCOC1. Yields the product O=[N+]([O-])c1cc(CN2CCOCC2)cc(C(F)(F)F)c1. RXN SMILES: [BH3:27].[CH2:28]1[O:29][CH2:30][CH2:31][CH2:32]1.[O:1]1[CH2:2][CH2:3][N:4]([C:7](=[O:8])[c:9]2[cH:10][c:11]([N+:19](=[O:20])[O-:21])[cH:12][c:13]([C:15]([F:16])([F:17])[F:18])[cH:14]2)[CH2:5][CH2:6]1.[O:22]1[CH2:23][CH2:24][CH2:25][CH2:26]1>>[O:1]1[CH2:2][CH2:3][N:4]([CH2:7][c:9]2[cH:10][c:11]([N+:19](=[O:20])[O-:21])[cH:12][c:13]([C:15]([F:16])([F:17])[F:18])[cH:14]2)[CH2:5][CH2:6]1. Reactants: CC(C)(C)OC(=O)NC(C(=O)O)c1ccc(O)cc1, CC(C)(C)[Si](C)(C)OCCN(CCO[Si](C)(C)C(C)(C)C)C(=O)CCl, CN(C)C=O, [H-], [Na+], O. Yields the product CC(C)(C)OC(=O)NC(C(=O)O)c1ccc(OCC(=O)N(CCO[Si](C)(C)C(C)(C)C)CCO[Si](C)(C)C(C)(C)C)cc1. As a reaction SMILES: [C:1]([CH3:2])([CH3:3])([CH3:4])[O:5][C:6](=[O:7])[NH:8][CH:9]([C:10](=[O:11])[OH:12])[c:13]1[cH:14][cH:15][c:16]([OH:19])[cH:17][cH:18]1.[C:22]([CH3:23])([CH3:24])([CH3:25])[Si:26]([O:27][CH2:28][CH2:29][N:30]([C:31]([CH2:32][Cl:33])=[O:34])[CH2:35][CH2:36][O:37][Si:38]([CH3:39])([CH3:40])[C:41]([CH3:42])([CH3:43])[CH3:44])([CH3:45])[CH3:46].[CH3:48][N:49]([CH3:50])[CH:51]=[O:52].[H-:20].[Na+:21].[OH2:47]>>[C:1]([CH3:2])([CH3:3])([CH3:4])[O:5][C:6](=[O:7])[NH:8][CH:9]([C:10](=[O:11])[OH:12])[c:13]1[cH:14][cH:15][c:16]([O:19][CH2:32][C:31]([N:30]([CH2:29][CH2:28][O:27][Si:26]([C:22]([CH3:23])([CH3:24])[CH3:25])([CH3:45])[CH3:46])[CH2:35][CH2:36][O:37][Si:38]([CH3:39])([CH3:40])[C:41]([CH3:42])([CH3:43])[CH3:44])=[O:34])[cH:17][cH:18]1. The reactants are C(C1=CC=CC=C1)OC1=C(C=C2C=CC(=C(C2=C1)Cl)O)C=1N=NC(=CC1)N(C1CC(NC(C1)(C)C)(C)C)C (7-(benzyloxy)-1-chloro-6-(6-(methyl(2,2,6,6-tetramethylpiperidin-4-yl)amino)pyridazin-3-yl)naphthalen-2-ol), B(Br)(Br)Br (BBr3). The solvent is C(Cl)Cl (DCM). Reaction conditions: temperature -78 celsius, time 10 minute. The product is ClC1=C(C=CC2=CC(=C(C=C12)O)C=1N=NC(=CC1)N(C1CC(NC(C1)(C)C)(C)C)C)O (1-Chloro-6-(6-(methyl(2,2,6,6-tetramethylpiperidin-4-yl)amino)pyridazin-3-yl)naphthalene-2,7-diol). Yield: 48.3%. Reaction SMILES: C([O:8][C:9]1[CH:18]=[C:17]2[C:12]([CH:13]=[CH:14][C:15]([OH:20])=[C:16]2[Cl:19])=[CH:11][C:10]=1[C:21]1[N:22]=[N:23][C:24]([N:27]([CH3:38])[CH:28]2[CH2:33][C:32]([CH3:35])([CH3:34])[NH:31][C:30]([CH3:37])([CH3:36])[CH2:29]2)=[CH:25][CH:26]=1)C1C=CC=CC=1.B(Br)(Br)Br>C(Cl)Cl>[Cl:19][C:16]1[C:17]2[C:12](=[CH:11][C:10]([C:21]3[N:22]=[N:23][C:24]([N:27]([CH3:38])[CH:28]4[CH2:29][C:30]([CH3:36])([CH3:37])[NH:31][C:32]([CH3:35])([CH3:34])[CH2:33]4)=[CH:25][CH:26]=3)=[C:9]([OH:8])[CH:18]=2)[CH:13]=[CH:14][C:15]=1[OH:20]. Reported procedure: To a mixture of 7-(benzyloxy)-1-chloro-6-(6-(methyl(2,2,6,6-tetramethylpiperidin-4-yl)amino)pyridazin-3-yl)naphthalen-2-ol (25 mg, 0.047 mmol) in DCM (1 mL) was added BBr3 (1 M solution in DCM, 0.25 mL, 0.25 mmol) slowly at −78° C. The mixture was stirred at −78° C. for 10 minutes, then warmed to RT and stirred for 1.5 h. The reaction was quenched with MeOH and concentrated. The residue was loaded onto a 1 g SCX column, washed with MeOH and eluted with 2 M NH3 in MeOH. The product-containing fra... Reactants: C(CCCCCCC)OC1=CC=C(C=C1)C1=CC=C(C=C1)C(C[C@H](CC)C)=O (4-Octyloxy-4'-((S)-3-methyl-pentanoyl)biphenyl), [OH-].[K+] (potassium hydroxide), O.NN (hydrazine hydrate), C(COCCO)O (diethylene glycol). Run in O (water). Reaction conditions: time 4 hour. The product is C(CCCCCCC)OC1=CC=C(C=C1)C1=CC=C(C=C1)CC[C@H](CC)C (4-octyloxy-4'-((S)-3-methyl-pentyl)biphenyl). Isolated yield 56.7%. As a reaction SMILES: [CH2:1]([O:9][C:10]1[CH:15]=[CH:14][C:13]([C:16]2[CH:21]=[CH:20][C:19]([C:22](=O)[CH2:23][C@@H:24]([CH3:27])[CH2:25][CH3:26])=[CH:18][CH:17]=2)=[CH:12][CH:11]=1)[CH2:2][CH2:3][CH2:4][CH2:5][CH2:6][CH2:7][CH3:8].O.NN.C(O)COCCO.[OH-].[K+]>O>[CH2:1]([O:9][C:10]1[CH:11]=[CH:12][C:13]([C:16]2[CH:21]=[CH:20][C:19]([CH2:22][CH2:23][C@@H:24]([CH3:27])[CH2:25][CH3:26])=[CH:18][CH:17]=2)=[CH:14][CH:15]=1)[CH2:2][CH2:3][CH2:4][CH2:5][CH2:6][CH2:7][CH3:8] |f:1.2,4.5|. Reported procedure: 4-Octyloxy-4'-((S)-3-methyl-pentanoyl)biphenyl (24.6 g, 0.065 mol) obtained in Example 23 described later, 80% hydrazine hydrate (50 ml) and diethylene glycol (85 ml) were placed in a 500 ml three-neck flask, followed by heating with stirring, keeping the mixture at 120° C. for one hour, then cooling, adding, at a stroke, a solution of potassium hydroxide (8.8 g, 0.157 mol) in water (5 ml) while keeping the temperature at 50° C., distilling off so that the temperature of the system might become ... The reactants are [N+](=O)([O-])C=1C=CC(=C(C#N)C1)N1CCCCC1 (5-nitro-2-piperidinobenzonitrile), [Cl-].[NH4+] (Ammonium chloride), O (water). The reagents and catalysts are [Fe] (iron). Run in C(C)O (ethanol). Reaction conditions: temperature 65 celsius, time 30 minute. Product: NC=1C=CC(=C(C#N)C1)N1CCCCC1 (5-Amino-2-piperidinobenzonitrile). Isolated yield 95.4%. RXN SMILES: [Cl-].[NH4+].O.[N+:4]([C:7]1[CH:8]=[CH:9][C:10]([N:15]2[CH2:20][CH2:19][CH2:18][CH2:17][CH2:16]2)=[C:11]([CH:14]=1)[C:12]#[N:13])([O-])=O>[Fe].C(O)C>[NH2:4][C:7]1[CH:8]=[CH:9][C:10]([N:15]2[CH2:16][CH2:17][CH2:18][CH2:19][CH2:20]2)=[C:11]([CH:14]=1)[C:12]#[N:13] |f:0.1|. Reported procedure: Ammonium chloride (1.6 g) and iron powder (8.4 g) were added to a mixed solvent of water (40 ml) and ethanol (120 ml), and the mixture was heated to 65° C. Then, 5-nitro-2-piperidinobenzonitrile (10 g) was added in parts over 20 min and the mixture was stirred at a refluxing temperature for 30 min. The reaction mixture was ice-cooled and filtrated. The solvent was evaporated under reduced pressure. To the residue was added aqueous sodium hydroxide solution, and the mixture was extracted with tol... Starting materials: ClCCCCCCC#CCCCC (12-Chloro-dodec-5-yne), [I-].[K+] (potassium iodide), N1=CC=C(C=C1)C (4-picoline). Solvent: CC(CC)=O (butanone). The product is [I-].C(CCCCCC#CCCCC)[N+]1=CC=C(C=C1)C (1-dodec-7-ynyl-4-methyl-pyridinium iodide). The yield is 87.0%. Reaction SMILES: Cl[CH2:2][CH2:3][CH2:4][CH2:5][CH2:6][CH2:7][C:8]#[C:9][CH2:10][CH2:11][CH2:12][CH3:13].[I-:14].[K+].[N:16]1[CH:21]=[CH:20][C:19]([CH3:22])=[CH:18][CH:17]=1>CC(=O)CC>[I-:14].[CH2:2]([N+:16]1[CH:21]=[CH:20][C:19]([CH3:22])=[CH:18][CH:17]=1)[CH2:3][CH2:4][CH2:5][CH2:6][CH2:7][C:8]#[C:9][CH2:10][CH2:11][CH2:12][CH3:13] |f:1.2,5.6|. Reported procedure: 12-Chloro-dodec-5-yne (1 mmol) was mixed with potassium iodide (3 mmol) and 4-picoline (3 mmol) in butanone. The mixture was refluxed for 3 days and cooled to room temperature, filtrated. The butanone was removed in a vacuum, and the resulting residue was partitioned between water and ethyl ether. The aqueous layer was washed extensively with ether until no 4-picoline was left in the aqueous layer. The resulting aqueous solution of the product was extracted with chloroform. The chloroform was re... Reaction SMILES: [CH:1]1[C:6](N=C=S)=[CH:5][C:4]2[C:10]([O:12][C:13]3([C:23]4[CH:24]=[CH:25][C:26]([OH:28])=[CH:27][C:22]=4[O:21][C:15]4[CH:16]=[C:17]([OH:20])[CH:18]=[CH:19][C:14]3=4)[C:3]=2[CH:2]=1)=[O:11].C(=O)(O)[O-]>>[CH:1]1[CH:6]=[CH:5][C:4]([C:10]([OH:12])=[O:11])=[C:3]([C:13]2[C:14]3[CH:19]=[CH:18][C:17]([OH:20])=[CH:16][C:15]=3[O:21][C:22]3[C:23]=2[CH:24]=[CH:25][C:26]([CH:27]=3)=[O:28])[CH:2]=1. Product: C=1C=CC(=C(C1)C2=C3C=CC(=O)C=C3OC4=C2C=CC(=C4)O)C(=O)O (Fluorescein). Run at time 30 minute. Starting materials: C1=CC2=C(C=C1N=C=S)C(=O)OC23C4=C(C=C(C=C4)O)OC5=C3C=CC(=C5)O (fluorescein isothiocyanate), C([O-])(O)=O (bicarbonate). Reported procedure: VM-2 antibody (5 mg/ml) was reacted with a tenfold molar excess of fluorescein isothiocyanate immobilized on Celite (Molecular Probes) for 30 minutes in the dark at room temperature in a 0.2M bicarbonate buffer, pH 9.2. Excess fluorescein isothiocyanate was removed by gel chromatography on a Sephadex G50 column in phosphate buffered saline. The fluorophore/protein ratio was calculated from the absorbance of the conjugate at 493 nm and 280 nm and varied between 2.4 to 4.2 from one preparation to ... The reactants are C(=O)(O)CNC(C=C)CCCC=C (N-carboxymethyl-3-amino-1,7-octadiene), [Cl-].C(CCC)[N+]1=CC=CC=C1 (N-butylpyridinium chloride), [Cl-].[Cl-].[Cl-].[Al+3] (aluminium trichloride). The reagents and catalysts are C1CCC(CC1)[P+](C2CCCCC2)(C3CCCCC3)C(C4=CC=CC=C4)[P+](C5CCCCC5)(C6CCCCC6)C7CCCCC7.Cl[Ru]Cl (bis(tricyclohexylphosphine)benzylideneruthenium(IV) dichloride). Product: C(=O)(O)CNC1=CCCCC1 (N-carboxymethyl-3,4,5,6-tetrahydroaniline). As a reaction SMILES: [C:1]([CH2:4][NH:5][CH:6]([CH2:9][CH2:10][CH2:11][CH:12]=[CH2:13])C=C)([OH:3])=[O:2].[Cl-].C([N+]1C=CC=CC=1)CCC.[Cl-].[Cl-].[Cl-].[Al+3]>C1CCC([P+](C([P+](C2CCCCC2)(C2CCCCC2)C2CCCCC2)C2C=CC=CC=2)(C2CCCCC2)C2CCCCC2)CC1.Cl[Ru]Cl>[C:1]([CH2:4][NH:5][C:6]1[CH2:9][CH2:10][CH2:11][CH2:12][CH:13]=1)([OH:3])=[O:2] |f:1.2,3.4.5.6,7.8|. Reported procedure: 92 mg (0.5 mmol) of N-carboxymethyl-3-amino-1,7-octadiene and 4 mg of bis(tricyclohexylphosphine)benzylideneruthenium(IV) dichloride (1 mol %) were dissolved in a liquid mixture of 684 mg of N-butylpyridinium chloride (4 mmol) and 533 mg of aluminium trichloride (4 mmol) under an argon atmosphere in a baked-out Schlenk tube. The mixture was allowed to react for two hours at 50° C. After an aqueous work-up, the mixture was filtered through a very short silica gel column (0.5 cm), washed four time...